The task is: describe an organic reaction: reactants, conditions, products, and yield. This data is from the Open Reaction Database (ORD), a public repository of structured organic reaction records. Reactants: [K] (monopotassium), S(=O)(=O)(O)C=1C(=CSC1)C(=O)O (4-sulfothiophene-3-carboxylic acid), P(Cl)(Cl)(Cl)(Cl)Cl (PCl5), Cl (HCl). Run in O=P(Cl)(Cl)Cl (POCl3). The product is ClS(=O)(=O)C=1C(=CSC1)C(=O)Cl (4-CHLOROSULFONYLTHIOPHENE-3-CARBOXYLIC CHLORIDE). Reaction SMILES: [K].[S:2]([C:6]1[C:7]([C:11]([OH:13])=O)=[CH:8][S:9][CH:10]=1)(O)(=[O:4])=[O:3].P(Cl)(Cl)(Cl)(Cl)[Cl:15].[ClH:20]>O=P(Cl)(Cl)Cl>[Cl:20][S:2]([C:6]1[C:7]([C:11]([Cl:15])=[O:13])=[CH:8][S:9][CH:10]=1)(=[O:4])=[O:3] |^1:0|. Reported procedure: 94.6 g (0.384 mole) of the monopotassium salt of 4-sulfothiophene-3-carboxylic acid (V) is suspended in 390 ml of POCl3 ; while stirring, 160.8 g (0.768 mole) of PCl5 is added (accompanied by vigorous evolution of HCl). The mixture is then heated for 3 hours on a water bath while stirring and then cooled to room temperature, inorganic salts are filtered off and the POCl3 is distilled off, as far as possible, at subatmospheric pressure. The residue is dissolved in 400 ml of dry chloroform to remo...